The task is: describe an organic reaction: reactants, conditions, products, and yield. This data is from the Open Reaction Database (ORD), a public repository of structured organic reaction records. The reactants are ClC=1N=C(C2=C(N1)N(C=C2I)S(=O)(=O)C2=CC=C(C)C=C2)N2CCC(CC2)CNC(OC(C)(C)C)=O (tert-butyl (1-(2-chloro-5-iodo-7-tosyl-7H-pyrrolo[2,3-d]pyrimidin-4-yl)piperidin-4-yl)methylcarbamate), CN(C)C=O (DMF). Reagents/catalysts: C=1C=CC(=CC1)/C=C/C(=O)/C=C/C2=CC=CC=C2.C=1C=CC(=CC1)/C=C/C(=O)/C=C/C2=CC=CC=C2.C=1C=CC(=CC1)/C=C/C(=O)/C=C/C2=CC=CC=C2.[Pd].[Pd] (Pd2(dba)3), C1=CC=C(C=C1)P([C-]2C=CC=C2)C3=CC=CC=C3.C1=CC=C(C=C1)P([C-]2C=CC=C2)C3=CC=CC=C3.[Fe+2] (dppf), [C-]#N.[C-]#N.[Zn+2] (Zn(CN)2). Reaction conditions: temperature 70 celsius, time 20 hour. Yields the product ClC=1N=C(C2=C(N1)N(C=C2C#N)S(=O)(=O)C2=CC=C(C)C=C2)N2CCC(CC2)CNC(OC(C)(C)C)=O (tert-butyl (1-(2-chloro-5-cyano-7-tosyl-7H-pyrrolo[2,3-d]pyrimidin-4-yl)piperidin-4-yl)methylcarbamate). As a reaction SMILES: [Cl:1][C:2]1[N:3]=[C:4]([N:22]2[CH2:27][CH2:26][CH:25]([CH2:28][NH:29][C:30](=[O:36])[O:31][C:32]([CH3:35])([CH3:34])[CH3:33])[CH2:24][CH2:23]2)[C:5]2[C:10](I)=[CH:9][N:8]([S:12]([C:15]3[CH:21]=[CH:20][C:18]([CH3:19])=[CH:17][CH:16]=3)(=[O:14])=[O:13])[C:6]=2[N:7]=1.[CH3:37][N:38](C=O)C>C1C=CC(/C=C/C(/C=C/C2C=CC=CC=2)=O)=CC=1.C1C=CC(/C=C/C(/C=C/C2C=CC=CC=2)=O)=CC=1.C1C=CC(/C=C/C(/C=C/C2C=CC=CC=2)=O)=CC=1.[Pd].[Pd].C1C=CC(P(C2C=CC=CC=2)[C-]2C=CC=C2)=CC=1.C1C=CC(P(C2C=CC=CC=2)[C-]2C=CC=C2)=CC=1.[Fe+2].[C-]#N.[C-]#N.[Zn+2]>[Cl:1][C:2]1[N:3]=[C:4]([N:22]2[CH2:27][CH2:26][CH:25]([CH2:28][NH:29][C:30](=[O:36])[O:31][C:32]([CH3:35])([CH3:34])[CH3:33])[CH2:24][CH2:23]2)[C:5]2[C:10]([C:37]#[N:38])=[CH:9][N:8]([S:12]([C:15]3[CH:21]=[CH:20][C:18]([CH3:19])=[CH:17][CH:16]=3)(=[O:14])=[O:13])[C:6]=2[N:7]=1 |f:2.3.4.5.6,7.8.9,10.11.12|. Procedure: A mixture of tert-butyl (1-(2-chloro-5-iodo-7-tosyl-7H-pyrrolo[2,3-d]pyrimidin-4-yl)piperidin-4-yl)methylcarbamate (418 mg, 0.647 mmol), Pd2(dba)3 (60 mg, 0.065 mmol), dppf (72 mg, 0.130 mmol) and Zn(CN)2 (91 mg, 0.778 mmol) in DMF (5 mL) was stirred at 70° C. for 20 h. DMF was removed in vacuo. The residue was loaded to a flash column, eluted with a gradient of 10-30% EtOAc in hexane to give tert-butyl (1-(2-chloro-5-cyano-7-tosyl-7H-pyrrolo[2,3-d]pyrimidin-4-yl)piperidin-4-yl)methylcarbamate (... The reactants are solid, Cl (HCl), C(C)(C)(C)OC(=O)N1CCN(CC1)C1=NC=CN=C1C1=C(C(=CC=C1)C(F)(F)F)F (3′-(2-fluoro-3-trifluoromethyl-phenyl)-2,3,5,6-tetrahydro-[1,2′]bipyrazinyl-4-carboxylic acid t-butyl ester). Run in O1CCOCC1 (1,4-dioxane), C(Cl)Cl (DCM). Conditions: time 19 hour. Product: FC1=C(C=CC=C1C(F)(F)F)C=1C(=NC=CN1)N1CCNCC1 (3′-(2-Fluoro-3-trifluoromethyl-phenyl)-3,4,5,6-tetrahydro-2H-[1,2′]bipyrazine). Reaction SMILES: Cl.C(OC([N:9]1[CH2:14][CH2:13][N:12]([C:15]2[C:20]([C:21]3[CH:26]=[CH:25][CH:24]=[C:23]([C:27]([F:30])([F:29])[F:28])[C:22]=3[F:31])=[N:19][CH:18]=[CH:17][N:16]=2)[CH2:11][CH2:10]1)=O)(C)(C)C>O1CCOCC1.C(Cl)Cl>[F:31][C:22]1[C:23]([C:27]([F:30])([F:28])[F:29])=[CH:24][CH:25]=[CH:26][C:21]=1[C:20]1[C:15]([N:12]2[CH2:11][CH2:10][NH:9][CH2:14][CH2:13]2)=[N:16][CH:17]=[CH:18][N:19]=1. Reported procedure: Add 4 M HCl in 1,4-dioxane (5 mL) to a solution of 3′-(2-fluoro-3-trifluoromethyl-phenyl)-2,3,5,6-tetrahydro-[1,2′]bipyrazinyl-4-carboxylic acid t-butyl ester (0.101 g, 0.237 mmol) in DCM (10 mL) and stir for 19 hr. Concentrate, dissolve the residue in methanol (20 mL) and purify by SCX chromatography (pre-wash column with methanol), load material, elute with 2 M ammonia in methanol, and concentrate to give the title preparation as a yellow solid (0.0985 g). MS (ES): m/z=327 [M+H]+. Reactants: FC1=CC=C(CN2C(C=3C(=CN=C(C3CC2)C(=O)OCC)OC)=O)C=C1 (ethyl 6-(4-fluorobenzyl)-4-methoxy-5-oxo-5,6,7,8-tetrahydro-2,6-naphthyridine-1-carboxylate), [OH-].[Li+] (lithium hydroxide), Cl (HCl). Run in CO (methanol), O (water), C1CCOC1 (THF). Reaction conditions: time 5 minute. Yields the product FC1=CC=C(CN2C(C=3C(=CN=C(C3CC2)C(=O)O)OC)=O)C=C1 (6-(4-Fluorobenzyl)-4-methoxy-5-oxo-5,6,7,8-tetrahydro-2,6-naphthyridine-1-carboxylic acid). As a reaction SMILES: [F:1][C:2]1[CH:26]=[CH:25][C:5]([CH2:6][N:7]2[CH2:16][CH2:15][C:14]3[C:13]([C:17]([O:19]CC)=[O:18])=[N:12][CH:11]=[C:10]([O:22][CH3:23])[C:9]=3[C:8]2=[O:24])=[CH:4][CH:3]=1.[OH-].[Li+].Cl>CO.O.C1COCC1>[F:1][C:2]1[CH:3]=[CH:4][C:5]([CH2:6][N:7]2[CH2:16][CH2:15][C:14]3[C:13]([C:17]([OH:19])=[O:18])=[N:12][CH:11]=[C:10]([O:22][CH3:23])[C:9]=3[C:8]2=[O:24])=[CH:25][CH:26]=1 |f:1.2|. Procedure details: To a solution of ethyl 6-(4-fluorobenzyl)-4-methoxy-5-oxo-5,6,7,8-tetrahydro-2,6-naphthyridine-1-carboxylate (1.21 g, 3.38 mmol) in methanol (5 mL) and water (5 mL) and THF (5 mL) was added lithium hydroxide (0.425 g, 10.13 mmol). After 5 minutes, 1N HCl (3 equiv.) was added to the product mixture, which was then dried under vacuum to provide the crude title compound. The reactants are C, CCOC(=O)c1sc(-c2cc(C#N)c3ccc(OCc4ccccc4)cc3c2)nc1C, C1CCOC1, [Pd]. The product is CCOC(=O)c1sc(-c2cc(C#N)c3ccc(O)cc3c2)nc1C. Reaction SMILES: [C:37].[CH2:1]([CH3:2])[O:3][C:4](=[O:5])[c:6]1[c:7]([CH3:31])[n:8][c:9](-[c:11]2[cH:12][c:13]3[cH:14][c:15]([O:23][CH2:24][c:25]4[cH:26][cH:27][cH:28][cH:29][cH:30]4)[cH:16][cH:17][c:18]3[c:19]([C:21]#[N:22])[cH:20]2)[s:10]1.[O:32]1[CH2:33][CH2:34][CH2:35][CH2:36]1.[Pd:38]>>[CH2:1]([CH3:2])[O:3][C:4](=[O:5])[c:6]1[c:7]([CH3:31])[n:8][c:9](-[c:11]2[cH:12][c:13]3[cH:14][c:15]([OH:23])[cH:16][cH:17][c:18]3[c:19]([C:21]#[N:22])[cH:20]2)[s:10]1. Reactants: CC1(C=2C=CC(=CC2C(CC1)(C)C)CC(=O)O)C (5,6,7,8-tetrahydro-5,5,8,8-tetramethyl-2-naphthylacetic acid), CNC1=CC=C(C(=O)OC)C=C1 (methyl 4-methylaminobenzoate). The product is CN(C(CC1=CC=2C(CCC(C2C=C1)(C)C)(C)C)=O)C1=CC=C(C(=O)O)C=C1 (4-(N-Methyl-5,6,7,8-tetrahydro-5,5,8,8-tetramethyl-2-naphthylacetamido)benzoic acid). Yield: 55.3%. Reaction SMILES: [CH3:1][C:2]1([CH3:18])[CH2:11][CH2:10][C:9]([CH3:13])([CH3:12])[C:8]2[CH:7]=[C:6]([CH2:14][C:15](O)=[O:16])[CH:5]=[CH:4][C:3]1=2.[CH3:19][NH:20][C:21]1[CH:30]=[CH:29][C:24]([C:25]([O:27]C)=[O:26])=[CH:23][CH:22]=1>>[CH3:19][N:20]([C:21]1[CH:30]=[CH:29][C:24]([C:25]([OH:27])=[O:26])=[CH:23][CH:22]=1)[C:15](=[O:16])[CH2:14][C:6]1[CH:5]=[CH:4][C:3]2[C:2]([CH3:1])([CH3:18])[CH2:11][CH2:10][C:9]([CH3:13])([CH3:12])[C:8]=2[CH:7]=1. Reported procedure: In a manner similar to Example 4(c), by reaction of 2.46 g (10 mmol) of 5,6,7,8-tetrahydro-5,5,8,8-tetramethyl-2-naphthylacetic acid with 1.65 g ( 10 mmol) of methyl 4-methylaminobenzoate, 2.1 g (54%) of the expected product are obtained in the form of a colorless oil. Starting materials: [Br-], C1CCOC1, C[Mg+], [Cl-], COc1ccc2cc(F)c(Cl)nc2c1, [Cu]Br, [NH4+], [Na+], [OH-]. Product: COc1ccc2cc(F)c(C)nc2c1. RXN SMILES: [Br-:15].[CH2:22]1[O:23][CH2:24][CH2:25][CH2:26]1.[CH3:16][Mg+:17].[Cl-:18].[Cl:1][c:2]1[n:3][c:4]2[cH:5][c:6]([O:13][CH3:14])[cH:7][cH:8][c:9]2[cH:10][c:11]1[F:12].[Cu:27][Br:28].[NH4+:19].[Na+:21].[OH-:20]>>[c:2]1([CH3:16])[n:3][c:4]2[cH:5][c:6]([O:13][CH3:14])[cH:7][cH:8][c:9]2[cH:10][c:11]1[F:12]. The reactants are O=C([O-])[O-], CN(C)C=O, N#CC(C#N)Cc1cccc(Cl)c1, ClCCBr, [K+], [K+]. Product: N#CC(C#N)(CCCl)Cc1cccc(Cl)c1. Reaction SMILES: [C:14](=[O:15])([O-:16])[O-:17].[CH3:24][N:25]([CH3:26])[CH:27]=[O:28].[Cl:1][c:2]1[cH:3][c:4]([CH2:5][CH:6]([C:7]#[N:8])[C:9]#[N:10])[cH:11][cH:12][cH:13]1.[Cl:20][CH2:21][CH2:22][Br:23].[K+:18].[K+:19]>>[Cl:1][c:2]1[cH:3][c:4]([CH2:5][C:6]([C:7]#[N:8])([C:9]#[N:10])[CH2:22][CH2:21][Cl:20])[cH:11][cH:12][cH:13]1. The reactants are COC(=O)C(C(=O)OC)c1[nH]c2cc(F)ccc2c1CCN=[N+]=[N-], C[O-], CO, [Na+]. Yields the product COC(=O)C(C)(C(=O)OC)c1[nH]c2cc(F)ccc2c1CCN=[N+]=[N-]. RXN SMILES: [CH3:1][O:2][C:3]([CH:4]([C:5](=[O:6])[O:7][CH3:8])[c:9]1[nH:10][c:11]2[cH:12][c:13]([F:23])[cH:14][cH:15][c:16]2[c:17]1[CH2:18][CH2:19][N:20]=[N+:21]=[N-:22])=[O:24].[CH3:25][O-:26].[CH3:28][OH:29].[Na+:27]>>[CH3:1][O:2][C:3]([C:4]([C:5](=[O:6])[O:7][CH3:8])([c:9]1[nH:10][c:11]2[cH:12][c:13]([F:23])[cH:14][cH:15][c:16]2[c:17]1[CH2:18][CH2:19][N:20]=[N+:21]=[N-:22])[CH3:25])=[O:24]. The reactants are SC=1N=NNC1 (4-mercapto-1H-1,2,3-triazole), C(C)O (ethanol), [Cl-].C(=C)C1=CC=CC=C1 (4-vinylbenzene chloride). Product: C(=C)C1=CC=C(CSC2=CN=NN2)C=C1 (5-(4-vinylbenzylthio)-1H-1,2,3-triazole). Reaction SMILES: [SH:1][C:2]1[N:3]=[N:4][NH:5][CH:6]=1.[Cl-].[CH:8]([C:10]1[CH:15]=[CH:14][CH:13]=[CH:12][CH:11]=1)=[CH2:9].[CH2:16](O)C>>[CH:8]([C:10]1[CH:15]=[CH:14][C:13]([CH2:16][S:1][C:2]2[NH:3][N:4]=[N:5][CH:6]=2)=[CH:12][CH:11]=1)=[CH2:9] |f:1.2|. Reported procedure: 10 mmole of 4-mercapto-1H-1,2,3-triazole (sodium salt) was dissolved in 20 ml of ethanol in stirring. 10 mmole of 4-vinylbenzene chloride was added, and stirred overnight. The precipitate was removed by filtration, the solvent in the filtrate was removed in vacuum. The obtained solid was separated with a Si gel column (solvents: 1 ethylacetate/1 hexane in volume). 2.1 g product was obtained. 1H NMR (CD3Cl): 7.46 (1H, s), 7.31 (2H, d, JH-H=8.16), 7.18 (2H, d, JH-H=8.16), 6.67 (1H, m), 5.71 (1H, d...